From a dataset of the Open Reaction Database (ORD), a public repository of structured organic reaction records. describe an organic reaction: reactants, conditions, products, and yield The yield is 79.1%. The product is BrC=1C=C(C(=O)OC)C=CC1OC(C)C (Methyl 3-bromo-4-isopropyloxybenzoate). Reactants: BrC=1C=C(C(=O)OC)C=CC1O (Methyl 3-bromo-4-hydroxybenzoate), IC(C)C (2-iodopropane), C([O-])([O-])=O.[K+].[K+] (potassium carbonate). Run in CN(C)C=O (DMF), CCOC(=O)C (EtOAc). Run at temperature 65 celsius, time 3 hour. Reaction SMILES: [Br:1][C:2]1[CH:3]=[C:4]([CH:9]=[CH:10][C:11]=1[OH:12])[C:5]([O:7][CH3:8])=[O:6].I[CH:14]([CH3:16])[CH3:15].C(=O)([O-])[O-].[K+].[K+]>CN(C=O)C.CCOC(C)=O>[Br:1][C:2]1[CH:3]=[C:4]([CH:9]=[CH:10][C:11]=1[O:12][CH:14]([CH3:16])[CH3:15])[C:5]([O:7][CH3:8])=[O:6] |f:2.3.4|. Procedure details: A mixture of 4.6 g (19.9 mmol) of methyl 3-bromo-4-hydroxybenzoate (from Step A), 2.2 mL (21.9 mmol) of 2-iodopropane and 5.5 g (39.8 mmol) of potassium carbonate in 10 mL of DMF was stirred at 65° C. for 3 h. The mixture was diluted with 20 mL of EtOAc and washed with sat'd NaCl, H2O (3×), and sat'd NaCl. The organic layer was dried over MgSO4 and concentrated. Chromatography on a Biotage 40M cartridge using 24:1 v/v hexanes/EtOAc gave 4.3 g of the title compound: 1H NMR (500 MHz, CDCl3) δ 1.44... Reactants: C=O, ClCCNC1CCCCC1, Cl, Cl, O, OP(O)O. The product is O=P(O)(O)CN(CCCl)C1CCCCC1. RXN SMILES: [CH2:17]=[O:18].[Cl:2][CH2:3][CH2:4][NH:5][CH:6]1[CH2:7][CH2:8][CH2:9][CH2:10][CH2:11]1.[ClH:16].[ClH:1].[OH2:19].[P:12]([OH:13])([OH:14])[OH:15]>>[Cl:2][CH2:3][CH2:4][N:5]([CH:6]1[CH2:7][CH2:8][CH2:9][CH2:10][CH2:11]1)[CH2:17][P:12]([OH:13])([OH:14])=[O:15]. The reactants are CC(C)(C)ON=O, Nc1nc2[nH]c(SCc3cccc(Oc4ccccc4)c3)nc(=O)c2s1, C1CCOC1. The product is O=c1nc(SCc2cccc(Oc3ccccc3)c2)[nH]c2ncsc12. RXN SMILES: [N:27]([O:28][C:29]([CH3:30])([CH3:31])[CH3:32])=[O:33].[NH2:1][c:2]1[s:3][c:4]2[c:5]([nH:6][c:7]([S:11][CH2:12][c:13]3[cH:14][c:15]([O:19][c:20]4[cH:21][cH:22][cH:23][cH:24][cH:25]4)[cH:16][cH:17][cH:18]3)[n:8][c:9]2=[O:10])[n:26]1.[O:34]1[CH2:35][CH2:36][CH2:37][CH2:38]1>>[cH:2]1[s:3][c:4]2[c:5]([nH:6][c:7]([S:11][CH2:12][c:13]3[cH:14][c:15]([O:19][c:20]4[cH:21][cH:22][cH:23][cH:24][cH:25]4)[cH:16][cH:17][cH:18]3)[n:8][c:9]2=[O:10])[n:26]1. Reactants: ClC1=NC=C(C=C1)NCC (2-chloro-5-ethylaminopyridine), CN=C=O (methyl isocyanate). Solvent: C1(=CC=CC=C1)C (toluene). Yields the product ClC1=CC=C(C=N1)N(C(=O)NC)CC (N-(6-chloro-3-pyridyl)-N-ethyl-N'-methylurea). Isolated yield 93.6%. As a reaction SMILES: [Cl:1][C:2]1[CH:7]=[CH:6][C:5]([NH:8][CH2:9][CH3:10])=[CH:4][N:3]=1.[CH3:11][N:12]=[C:13]=[O:14]>C1(C)C=CC=CC=1>[Cl:1][C:2]1[N:3]=[CH:4][C:5]([N:8]([CH2:9][CH3:10])[C:13]([NH:12][CH3:11])=[O:14])=[CH:6][CH:7]=1. Reported procedure: In 30 ml of toluene was dissolved 2.4 g (0.015 mole) of 2-chloro-5-ethylaminopyridine, followed by addition of 3.4 g of methyl isocyanate. The mixture was refluxed for 15 hours. After cooling, the resulting crystals were collected by filtration, washed with a small amount of Et2O and dried. The procedure gave 3.0 g of N-(6-chloro-3-pyridyl)-N-ethyl-N'-methylurea as pale yellow crystals. Yields the product CCCCCCCCCCCCCCn1ccc(C(=O)O)c1. Reaction SMILES: [CH2:3]([CH2:4][CH2:5][CH2:6][CH2:7][CH2:8][CH2:9][CH2:10][CH2:11][CH2:12][CH2:13][CH2:14][CH2:15][CH3:16])[n:17]1[cH:18][c:19]([C:22](=[O:23])[O:24][CH2:25][CH3:26])[cH:20][cH:21]1.[CH3:27][CH2:28][OH:29].[Na+:2].[OH-:1].[OH2:30]>>[CH2:3]([CH2:4][CH2:5][CH2:6][CH2:7][CH2:8][CH2:9][CH2:10][CH2:11][CH2:12][CH2:13][CH2:14][CH2:15][CH3:16])[n:17]1[cH:18][c:19]([C:22](=[O:23])[OH:24])[cH:20][cH:21]1. The reactants are CCCCCCCCCCCCCCn1ccc(C(=O)OCC)c1, CCO, [Na+], [OH-], O.